This data is from the Open Reaction Database (ORD), a public repository of structured organic reaction records. The task is: describe an organic reaction: reactants, conditions, products, and yield Reactants: CO, CON=C1CCOc2ccc(C)cc21, [H][H], N. Yields the product Cc1ccc2c(c1)C(N)CCO2. Reaction SMILES: [CH3:18][OH:19].[CH3:1][O:2][N:3]=[C:4]1[CH2:5][CH2:6][O:7][c:8]2[cH:9][cH:10][c:11]([CH3:14])[cH:12][c:13]21.[H:16][H:17].[NH3:15]>>[NH2:3][CH:4]1[CH2:5][CH2:6][O:7][c:8]2[cH:9][cH:10][c:11]([CH3:14])[cH:12][c:13]21.